This data is from the Open Reaction Database (ORD), a public repository of structured organic reaction records. The task is: describe an organic reaction: reactants, conditions, products, and yield Starting materials: C(C1=CC=CC=C1)N1N=C(C2=C1CC(C2)O)C#N (1-benzyl-5-hydroxy-1,4,5,6-tetrahydrocyclo-penta[c]pyrazole-3-carbonitrile), CCN(CC)S(F)(F)F (DAST). The solvent is C(C)(=O)OCC (ethyl acetate), ClCCl (dichloromethane). Conditions: time 15 minute. Product: C(C1=CC=CC=C1)N1N=C(C2=C1CC(C2)F)C#N (1-Benzyl-5-fluoro-1,4,5,6-tetrahydro-cyclopentapyrazole-3-carbonitrile). The yield is 53.1%. As a reaction SMILES: [CH2:1]([N:8]1[C:12]2[CH2:13][CH:14](O)[CH2:15][C:11]=2[C:10]([C:17]#[N:18])=[N:9]1)[C:2]1[CH:7]=[CH:6][CH:5]=[CH:4][CH:3]=1.CCN(S(F)(F)[F:25])CC>ClCCl.C(OCC)(=O)C>[CH2:1]([N:8]1[C:12]2[CH2:13][CH:14]([F:25])[CH2:15][C:11]=2[C:10]([C:17]#[N:18])=[N:9]1)[C:2]1[CH:7]=[CH:6][CH:5]=[CH:4][CH:3]=1. Procedure: To a solution of 1-benzyl-5-hydroxy-1,4,5,6-tetrahydrocyclo-penta[c]pyrazole-3-carbonitrile (see Example 9.7, 30 mg, 0.125 mmol) in anhydrous dichloromethane (0.9 mL) was added DAST (33 μL, 0.25 mmol) under a nitrogen atmosphere. After stirring at room temperature for 15 minutes, the reaction mixture was diluted with ethyl acetate, washed with saturated NaHCO3 solution and brine. The organic layer was dried over anhydrous Na2SO4 filtered and concentrated in vacuo. The residue was purified by PTL... The reactants are N(=[N+]=[N-])C1C[C@H](N(C1)C(CP(=O)(CCCCC1=CC=CC=C1)O)=O)C(=O)OC ((S)-4-Azido-1-[[hydroxy(4-phenylbutyl)phosphinyl]acetyl]-L-proline, methyl ester), [OH-].[Na+] (sodium hydroxide), Cl (hydrochloric acid). The product is N(=[N+]=[N-])C1C[C@H](N(C1)C(CP(=O)(CCCCC1=CC=CC=C1)O)=O)C(=O)O ((S)-4-Azido-1-[[hydroxy(4-phenylbutyl)phosphinyl]acetyl]-L-proline). Yield: 88.4%. As a reaction SMILES: [N:1]([CH:4]1[CH2:8][N:7]([C:9](=[O:24])[CH2:10][P:11]([OH:23])([CH2:13][CH2:14][CH2:15][CH2:16][C:17]2[CH:22]=[CH:21][CH:20]=[CH:19][CH:18]=2)=[O:12])[C@H:6]([C:25]([O:27]C)=[O:26])[CH2:5]1)=[N+:2]=[N-:3].[OH-].[Na+].Cl>>[N:1]([CH:4]1[CH2:8][N:7]([C:9](=[O:24])[CH2:10][P:11]([OH:23])([CH2:13][CH2:14][CH2:15][CH2:16][C:17]2[CH:22]=[CH:21][CH:20]=[CH:19][CH:18]=2)=[O:12])[C@H:6]([C:25]([OH:27])=[O:26])[CH2:5]1)=[N+:2]=[N-:3] |f:1.2|. Reported procedure: (S)-4-Azido-1-[[hydroxy(4-phenylbutyl)phosphinyl]acetyl]-L-proline, methyl ester (1.30 g) and 1 N sodium hydroxide (about 15 ml) is stirred for 30 minutes. The reaction mixture is acidified with concentrated hydrochloric acid, extracted with ethyl acetate, washed with water, washed with brine, dried over sodium sulfate, and the solvent is stripped yielding 1.11 g of the title compound having an optical rotation [α]D =-22.3° (c=10 mg/ml, methanol). The product contains 1/2 mole of water.